describe an organic reaction: reactants, conditions, products, and yield From a dataset of the Open Reaction Database (ORD), a public repository of structured organic reaction records. The reactants are OC1=CC=C(C(=O)NCCCCCCCNC(C2=CC=C(C=C2)O)=O)C=C1 (N,N'-heptamethylenebis(4-hydroxybenzamide)), C1(CCCC1)Br (cyclopentyl bromide), C([O-])([O-])=O.[K+].[K+] (potassium carbonate). Product: C1(CCCC1)OC1=CC=C(C(=O)NCCCCCCCNC(C2=CC=C(C=C2)OC2CCCC2)=O)C=C1 (N,N'-Heptamethylenebis(4-cyclopentyloxybenzamide)). RXN SMILES: [OH:1][C:2]1[CH:27]=[CH:26][C:5]([C:6]([NH:8][CH2:9][CH2:10][CH2:11][CH2:12][CH2:13][CH2:14][CH2:15][NH:16][C:17](=[O:25])[C:18]2[CH:23]=[CH:22][C:21]([OH:24])=[CH:20][CH:19]=2)=[O:7])=[CH:4][CH:3]=1.[CH:28]1(Br)[CH2:32][CH2:31][CH2:30][CH2:29]1.C(=O)([O-])[O-].[K+].[K+]>>[CH:28]1([O:1][C:2]2[CH:27]=[CH:26][C:5]([C:6]([NH:8][CH2:9][CH2:10][CH2:11][CH2:12][CH2:13][CH2:14][CH2:15][NH:16][C:17](=[O:25])[C:18]3[CH:19]=[CH:20][C:21]([O:24][CH:28]4[CH2:32][CH2:31][CH2:30][CH2:29]4)=[CH:22][CH:23]=3)=[O:7])=[CH:4][CH:3]=2)[CH2:32][CH2:31][CH2:30][CH2:29]1 |f:2.3.4|. Procedure: m.p. 153°-154° C., 18.8 g., was prepared as in Example 29 using 18.5 g. of N,N'-heptamethylenebis(4-hydroxybenzamide), 29.8 g. of cyclopentyl bromide, 20.7 g. of potassium carbonate, 500 ml. of isoamyl alcohol and recrystallization from acetonitrile. Reported procedure: A solution of tert-butyl 3-cyano-3-pyridin-2-ylazetidine-1-carboxylate (I-2, 5.0 g, 19.3 mmol) in toluene (100 mL) at room temperature was treated with MeMgBr (55 mL of a 1.0 M solution in dibutyl ether) dropwise over 15 min. After 18 h, the reaction was cooled to 0° C. and treated with MeOH (30 mL) and NaBH4 (1.3 g, 33.2 mmol). After 10 min, the reaction was quenched with the slow addition of saturated aqueous NH4Cl (75 mL), diluted with H2O (75 mL), and extracted with EtOAc (3×150 mL). The com... Yields the product NC(C)C1(CN(C1)C(=O)OC(C)(C)C)C1=NC=CC=C1 (tert-butyl 3-(1-aminoethyl)-3-pyridin-2-ylazetidine-1-carboxylate). Run in C1(=CC=CC=C1)C (toluene), C(CCC)OCCCC (dibutyl ether). Reaction conditions: temperature 0 celsius, time 18 hour. Reactants: CO (MeOH), [BH4-].[Na+] (NaBH4), C(#N)C1(CN(C1)C(=O)OC(C)(C)C)C1=NC=CC=C1 (tert-butyl 3-cyano-3-pyridin-2-ylazetidine-1-carboxylate), C[Mg+].[Br-] (MeMgBr), solution. Reaction SMILES: [C:1]([C:3]1([C:14]2[CH:19]=[CH:18][CH:17]=[CH:16][N:15]=2)[CH2:6][N:5]([C:7]([O:9][C:10]([CH3:13])([CH3:12])[CH3:11])=[O:8])[CH2:4]1)#[N:2].[CH3:20][Mg+].[Br-].CO.[BH4-].[Na+]>C1(C)C=CC=CC=1.C(OCCCC)CCC>[NH2:2][CH:1]([C:3]1([C:14]2[CH:19]=[CH:18][CH:17]=[CH:16][N:15]=2)[CH2:6][N:5]([C:7]([O:9][C:10]([CH3:13])([CH3:12])[CH3:11])=[O:8])[CH2:4]1)[CH3:20] |f:1.2,4.5|. The reactants are COC1=CC=C(CS[C@H]2C[C@H](N(C2)C)C(=O)O)C=C1 ((2S,4S)-4-(4-methoxybenzylthio)-1-methyl-2-pyrrolidinecarboxylic acid), C(C)(C)(C)OC(=O)N1CCNCC1 (1-t-butoxycarbonylpiperazine), [N+](=O)([O-])C1=CC=C(COC(=O)NC(C)=N)C=C1 (N-(4-nitrobenzyloxycarbonyl)acetamidine). Yields the product S[C@H]1C[C@H](N(C1)C)C(=O)N1CCN(CC1)C(C)=NC(=O)OCC1=CC=C(C=C1)[N+](=O)[O-] ((2S,4S)-4-Mercapto-2-[4-(N-4-nitrobenzyloxycarbonylacetimidoyl)piperazin-1-ylcarbonyl)-1-methylpyrrolidine). The yield is 49.9%. Reaction SMILES: COC1C=CC(C[S:8][C@@H:9]2[CH2:13][N:12]([CH3:14])[C@H:11]([C:15]([OH:17])=O)[CH2:10]2)=CC=1.C(OC([N:27]1[CH2:32][CH2:31]N[CH2:29][CH2:28]1)=O)(C)(C)C.[N+:33]([C:36]1[CH:49]=[CH:48][C:39]([CH2:40][O:41][C:42]([NH:44][C:45](=[NH:47])[CH3:46])=[O:43])=[CH:38][CH:37]=1)([O-:35])=[O:34]>>[SH:8][C@@H:9]1[CH2:13][N:12]([CH3:14])[C@H:11]([C:15]([N:27]2[CH2:32][CH2:31][N:47]([C:45](=[N:44][C:42]([O:41][CH2:40][C:39]3[CH:38]=[CH:37][C:36]([N+:33]([O-:35])=[O:34])=[CH:49][CH:48]=3)=[O:43])[CH3:46])[CH2:29][CH2:28]2)=[O:17])[CH2:10]1. Reported procedure: Following a procedure similar to that described in Preparation 1, but using 282 mg of (2S,4S)-4-(4-methoxybenzylthio)-1-methyl-2-pyrrolidinecarboxylic acid, 203 mg of 1-t-butoxycarbonylpiperazine and 258 mg of N-(4-nitrobenzyloxycarbonyl)acetamidine, 225 mg of the title compound were obtained as a viscous oil. The reactants are CC(C)c1nc2ccccc2[nH]1, Cn1c(CN2CCC(C(C)(C)O)CC2)nc2c(N3CCOCC3)nc(Cl)nc21. Product: CC(C)c1nc2ccccc2n1-c1nc(N2CCOCC2)c2nc(CN3CCC(C(C)(C)O)CC3)n(C)c2n1. RXN SMILES: [CH:1]([CH3:2])([CH3:3])[c:4]1[nH:5][c:6]2[c:7]([n:8]1)[cH:9][cH:10][cH:11][cH:12]2.[Cl:13][c:14]1[n:15][c:16]([N:35]2[CH2:36][CH2:37][O:38][CH2:39][CH2:40]2)[c:17]2[n:18][c:19]([CH2:24][N:25]3[CH2:26][CH2:27][CH:28]([C:31]([CH3:32])([CH3:33])[OH:34])[CH2:29][CH2:30]3)[n:20]([CH3:23])[c:21]2[n:22]1>>[CH:1]([CH3:2])([CH3:3])[c:4]1[n:5](-[c:14]2[n:15][c:16]([N:35]3[CH2:36][CH2:37][O:38][CH2:39][CH2:40]3)[c:17]3[n:18][c:19]([CH2:24][N:25]4[CH2:26][CH2:27][CH:28]([C:31]([CH3:32])([CH3:33])[OH:34])[CH2:29][CH2:30]4)[n:20]([CH3:23])[c:21]3[n:22]2)[c:6]2[c:7]([n:8]1)[cH:9][cH:10][cH:11][cH:12]2. RXN SMILES: [CH3:1][O:2][C:3]([c:4]1[cH:5][c:6](-[c:10]2[o:11][c:12]3[c:13]([n:14]2)[c:15]([CH2:19][Br:20])[cH:16][cH:17][cH:18]3)[cH:7][cH:8][cH:9]1)=[O:21].[CH3:22][C:23]([OH:24])=[O:25].[OH2:26]>>[CH3:1][O:2][C:3]([c:4]1[cH:5][c:6](-[c:10]2[o:11][c:12]3[c:13]([n:14]2)[c:15]([CH:19]=[O:24])[cH:16][cH:17][cH:18]3)[cH:7][cH:8][cH:9]1)=[O:21]. The product is COC(=O)c1cccc(-c2nc3c(C=O)cccc3o2)c1. Starting materials: COC(=O)c1cccc(-c2nc3c(CBr)cccc3o2)c1, CC(=O)O, O. The reactants are C(C)(C)(C)OC(=O)N1CCN(CC1)C1=C(C=CC=C1)O (4-(2-hydroxy-phenyl)-piperazine-1-carboxylic acid tert-butyl ester), CN1C(CCCC1)CO (1-Methyl-2-piperidinemethanol). Yields the product C(C)(C)(C)OC(=O)N1CCN(CC1)C1=C(C=CC=C1)OCC1N(CCCC1)C (4-[2-(1-Methyl-piperidin-2-ylmethoxy)-phenyl]-piperazine-1-carboxylic acid tert-butyl ester). Reaction SMILES: [C:1]([O:5][C:6]([N:8]1[CH2:13][CH2:12][N:11]([C:14]2[CH:19]=[CH:18][CH:17]=[CH:16][C:15]=2[OH:20])[CH2:10][CH2:9]1)=[O:7])([CH3:4])([CH3:3])[CH3:2].[CH3:21][N:22]1[CH2:27][CH2:26][CH2:25][CH2:24][CH:23]1[CH2:28]O>>[C:1]([O:5][C:6]([N:8]1[CH2:9][CH2:10][N:11]([C:14]2[CH:19]=[CH:18][CH:17]=[CH:16][C:15]=2[O:20][CH2:28][CH:23]2[CH2:24][CH2:25][CH2:26][CH2:27][N:22]2[CH3:21])[CH2:12][CH2:13]1)=[O:7])([CH3:4])([CH3:2])[CH3:3]. Procedure details: The title compound was prepared by using Mitsunobu condition from 4-(2-hydroxy-phenyl)-piperazine-1-carboxylic acid tert-butyl ester and 1-Methyl-2-piperidinemethanol.